This data is from the Open Reaction Database (ORD), a public repository of structured organic reaction records. The task is: describe an organic reaction: reactants, conditions, products, and yield Reactants: [Br-], Fc1ccc(Br)c(OCc2c(F)cccc2Br)c1, C=CC(=O)OCC, CC(=O)[O-], CCCC[N+](CCCC)(CCCC)CCCC, CN1CCCC1=O, [Na+], CC(=O)[O-], CC(=O)[O-], [Pd+2]. The product is CCOC(=O)C=C1c2ccc(F)cc2OCc2c(F)cccc21. As a reaction SMILES: [Br-:31].[Br:1][c:2]1[c:3]([O:9][CH2:10][c:11]2[c:12]([Br:18])[cH:13][cH:14][cH:15][c:16]2[F:17])[cH:4][c:5]([F:8])[cH:6][cH:7]1.[C:19]([CH:20]=[CH2:21])(=[O:22])[O:23][CH2:24][CH3:25].[CH3:27][C:28](=[O:29])[O-:30].[CH3:32][CH2:33][CH2:34][CH2:35][N+:36]([CH2:37][CH2:38][CH2:39][CH3:40])([CH2:41][CH2:42][CH2:43][CH3:44])[CH2:45][CH2:46][CH2:47][CH3:48].[CH3:49][N:50]1[CH2:51][CH2:52][CH2:53][C:54]1=[O:55].[Na+:26].[O-:57][C:58]([CH3:59])=[O:60].[O-:61][C:62]([CH3:63])=[O:64].[Pd+2:56]>>[c:2]12[c:3]([cH:4][c:5]([F:8])[cH:6][cH:7]1)[O:9][CH2:10][c:11]1[c:12]([cH:13][cH:14][cH:15][c:16]1[F:17])[C:21]2=[CH:20][C:19](=[O:22])[O:23][CH2:24][CH3:25]. Reactants: Cc1ccc(N)cc1, Clc1ccccn1. Reagents/catalysts: CCN=P(N=P(N(C)C)(N(C)C)N(C)C)(N(C)C)N(C)C (P2Et), CC(C)c1cc(C(C)C)c(-c2ccccc2P(C2CCCCC2)(C2CCCCC2)->[Pd]2(OS(=O)(=O)C(F)(F)F)<-Nc3ccccc3-c3ccccc32)c(C(C)C)c1 (XPhos). The solvent is CS(=O)C (DMSO), CS(=O)C (DMSO), CS(=O)C (DMSO), CS(=O)C (DMSO), CS(=O)C (DMSO). Run at temperature 60 celsius, time 16 hour. Yields the product Cc1ccc(Nc2ccccn2)cc1. Yield: 18.0%. Reported procedure: These solutions were added to a 384-
well source plate (80 µL per well). The Mosquito HTS liquid handling robot was used to dose
each of these solutions (200 nL each) into a 1536-well plate. Reactants: [Al+3], COC(=O)c1nc(NC(C)=O)sc1-c1ccc(SC)cc1, [H-], [H-], [H-], [H-], [Li+], C1CCOC1. Product: CSc1ccc(-c2sc(NC(C)=O)nc2C=O)cc1. Reaction SMILES: [Al+3:23].[C:1]([CH3:2])(=[O:3])[NH:4][c:5]1[s:6][c:7](-[c:14]2[cH:15][cH:16][c:17]([S:20][CH3:21])[cH:18][cH:19]2)[c:8]([C:10](=[O:11])[O:12][CH3:13])[n:9]1.[H-:22].[H-:25].[H-:26].[H-:27].[Li+:24].[O:28]1[CH2:29][CH2:30][CH2:31][CH2:32]1>>[C:1]([CH3:2])(=[O:3])[NH:4][c:5]1[s:6][c:7](-[c:14]2[cH:15][cH:16][c:17]([S:20][CH3:21])[cH:18][cH:19]2)[c:8]([CH:10]=[O:11])[n:9]1. Reactants: ClC1=C(C=C2C(C(=CN(C2=N1)CC)C(=O)O)=O)F (7-chloro-1-ethyl-6-fluoro-1,4-dihydro-4-oxo-1,8-naphthyridine-3-carboxylic acid), N1CCCC1 (pyrrolidine). Run in C(C)#N (acetonitrile). Product: C(C)N1C=C(C(C2=CC(=C(N=C12)N1CCCC1)F)=O)C(=O)O (1-ethyl-6-fluoro-1,4-dihydro-4-oxo-7-(1-pyrrolidinyl)-1,8-naphthyridine-3-carboxylic acid). Yield: 88.6%. Reaction SMILES: Cl[C:2]1[N:11]=[C:10]2[C:5]([C:6](=[O:17])[C:7]([C:14]([OH:16])=[O:15])=[CH:8][N:9]2[CH2:12][CH3:13])=[CH:4][C:3]=1[F:18].[NH:19]1[CH2:23][CH2:22][CH2:21][CH2:20]1>C(#N)C>[CH2:12]([N:9]1[C:10]2[C:5](=[CH:4][C:3]([F:18])=[C:2]([N:19]3[CH2:23][CH2:22][CH2:21][CH2:20]3)[N:11]=2)[C:6](=[O:17])[C:7]([C:14]([OH:16])=[O:15])=[CH:8]1)[CH3:13]. Procedure: A mixture containing 7-chloro-1-ethyl-6-fluoro-1,4-dihydro-4-oxo-1,8-naphthyridine-3-carboxylic acid (1.0 g), pyrrolidine (1.31 g), and acetonitrile (80 ml) was heated under reflux for 2 hours. The reaction mixture was concentrated to dryness under reduced pressure. The residue was mixed with 5% hydrochloric acid (25 ml) and the mixture was heated on a steam-bath for several minutes and then cooled. The resulting precipitate was collected, washed with water, and recrystallized from chloroform-et... Reactants: CCOC(=O)C=C1CCN(Cc2ccccc2)CC1C, CC(Cl)OC(=O)Cl. Product: CCOC(=O)C=C1CCNCC1C. As a reaction SMILES: [CH2:1]([c:2]1[cH:3][cH:4][cH:5][cH:6][cH:7]1)[N:8]1[CH2:9][CH:10]([CH3:20])[C:11](=[CH:14][C:15](=[O:16])[O:17][CH2:18][CH3:19])[CH2:12][CH2:13]1.[Cl:21][C:22]([O:23][CH:24]([Cl:25])[CH3:26])=[O:27]>>[NH:8]1[CH2:9][CH:10]([CH3:20])[C:11](=[CH:14][C:15](=[O:16])[O:17][CH2:18][CH3:19])[CH2:12][CH2:13]1. The reactants are Cl (HCl), ClC=1C=C(C=CC1)C(CC=1N(C=CN1)C(C1=CC=CC=C1)(C1=CC=CC=C1)C1=CC=CC=C1)OC (2-[2-(3-chloro-phenyl)-2-methoxy-ethyl]-1-trityl-1H-imidazole), [OH-].[Na+] (NaOH). The solvent is O (H2O), C(C)O (ethanol). Reaction conditions: time 3 hour. Yields the product ClC=1C=C(C=CC1)C(CC=1NC=CN1)OC (2-[2-(3-chloro-phenyl)-2-methoxy-ethyl]-1H-imidazole). Yield: 0.1%. As a reaction SMILES: [Cl:1][C:2]1[CH:3]=[C:4]([CH:8]([O:34][CH3:35])[CH2:9][C:10]2[N:11](C(C3C=CC=CC=3)(C3C=CC=CC=3)C3C=CC=CC=3)[CH:12]=[CH:13][N:14]=2)[CH:5]=[CH:6][CH:7]=1.Cl.[OH-].[Na+]>C(O)C.O>[Cl:1][C:2]1[CH:3]=[C:4]([CH:8]([O:34][CH3:35])[CH2:9][C:10]2[NH:14][CH:13]=[CH:12][N:11]=2)[CH:5]=[CH:6][CH:7]=1 |f:2.3|. Procedure details: To a stirred suspension of 2-[2-(3-chloro-phenyl)-2-methoxy-ethyl]-1-trityl-1H-imidazole (0.24 g) at room temperature in ethanol (2 ml) under an argon atmosphere was added 2 N HCl (3 ml). The mixture was heated to reflux. Stirring was continued for 3 hours. The mixture was cooled to room temperature and concentrated to leave a light yellow solid. This was taken up in H2O and brought to pH=12 by the addition of 4 N NaOH. The product was extracted with CH2Cl2/methanol 4:1. The combined organics we... Product: COC(=O)c1ccccc1CCC=O. Reaction SMILES: [CH3:12][O:13][C:14]([c:15]1[c:16]([CH2:21][CH2:22][CH2:23][OH:24])[cH:17][cH:18][cH:19][cH:20]1)=[O:25].[Cl:26][CH2:27][Cl:28].[O:1]=[Cr:2]([Cl:3])([O-:4])=[O:5].[nH+:6]1[cH:7][cH:8][cH:9][cH:10][cH:11]1>>[CH3:12][O:13][C:14]([c:15]1[c:16]([CH2:21][CH2:22][CH:23]=[O:24])[cH:17][cH:18][cH:19][cH:20]1)=[O:25]. Starting materials: COC(=O)c1ccccc1CCCO, ClCCl, O=[Cr](=O)([O-])Cl, c1cc[nH+]cc1.